This data is from the Open Reaction Database (ORD), a public repository of structured organic reaction records. The task is: describe an organic reaction: reactants, conditions, products, and yield RXN SMILES: [O-:35][P:36](=[O:37])([O-:38])[O-:39].[OH:1][CH2:2][CH:3]1[CH:4]([OH:5])[CH:29]([OH:30])[CH:31]([OH:32])[CH:33]([O:6][CH2:7][CH:8]2[O:9][CH:10]([O:11][C:12]3([CH2:13][OH:14])[O:15][CH:16]([CH2:17][OH:18])[CH:19]([OH:20])[CH:21]3[OH:22])[CH:23]([OH:24])[CH:25]([OH:26])[CH:27]2[OH:28])[O:34]1>>[OH:6][CH2:7][CH:8]1[O:9][CH:10]([O:11][C:12]2([CH2:13][OH:14])[O:15][CH:16]([CH2:17][OH:18])[CH:19]([OH:20])[CH:21]2[OH:22])[CH:23]([OH:24])[CH:25]([OH:26])[CH:27]1[OH:28]. Reactants: O=P([O-])([O-])[O-], OCC1OC(OCC2OC(OC3(CO)OC(CO)C(O)C3O)C(O)C(O)C2O)C(O)C(O)C1O. The product is OCC1OC(OC2(CO)OC(CO)C(O)C2O)C(O)C(O)C1O. As a reaction SMILES: [F:1][C:2]([F:19])([F:18])[C:3]1[C:11]([C:12]([F:15])([F:14])[F:13])=CC=C2[C:4]=1[C:5](=O)[C:6](=O)[NH:7]2.ClC1C=CC=C(C(OO)=[O:28])C=1.[C:31]([O:34][CH2:35][CH3:36])(=[O:33])C>>[F:1][C:2]([F:18])([F:19])[C:3]1[C:11]([C:12]([F:13])([F:14])[F:15])=[C:36]2[C:35]([O:34][C:31](=[O:33])[NH:7][C:6]2=[CH:5][CH:4]=1)=[O:28]. Procedure details: 4,5-Bis(trifluoromethyl)isatin (283 g., 1 mol.) is suspended in 1 L. of ethyl acetate and treated with m-chloroperbenzoic acid (172 g., 1 mol.), stirred until the oxidation is complete to yield 5,6-bis(trifluoromethyl)-isatoic anhydride. Yields the product FC(C1=CC=C2C(C(=O)OC(N2)=O)=C1C(F)(F)F)(F)F (5,6-bis(trifluoromethyl)-isatoic anhydride). Starting materials: ClC1=CC(=CC=C1)C(=O)OO (m-chloroperbenzoic acid), C(C)(=O)OCC (ethyl acetate), FC(C1=C2C(C(NC2=CC=C1C(F)(F)F)=O)=O)(F)F (4,5-Bis(trifluoromethyl)isatin). The reactants are CCO, CN1CCC2(CC1)SC1C(N)C(=O)N1C2C(=O)OCc1ccccc1, Cc1ccc(S(=O)(=O)O)cc1, Cc1ccc(S(=O)(=O)O)cc1. Product: CN1CCC2(CC1)SC1C(N)C(=O)N1C2C(=O)O, Cc1ccc(S(=O)(=O)O)cc1, Cc1ccc(S(=O)(=O)O)cc1. RXN SMILES: [CH3:48][CH2:49][OH:50].[NH2:23][CH:24]1[CH:25]2[N:26]([CH:27]([C:36](=[O:37])[O:38][CH2:39][c:40]3[cH:41][cH:42][cH:43][cH:44][cH:45]3)[C:28]3([S:29]2)[CH2:30][CH2:31][N:32]([CH3:35])[CH2:33][CH2:34]3)[C:46]1=[O:47].[c:12]1([CH3:22])[cH:13][cH:14][c:15]([S:18](=[O:19])(=[O:20])[OH:21])[cH:16][cH:17]1.[c:1]1([CH3:11])[cH:2][cH:3][c:4]([S:7](=[O:8])(=[O:9])[OH:10])[cH:5][cH:6]1>>[NH2:23][CH:24]1[CH:25]2[N:26]([CH:27]([C:36](=[O:37])[OH:38])[C:28]3([S:29]2)[CH2:30][CH2:31][N:32]([CH3:35])[CH2:33][CH2:34]3)[C:46]1=[O:47].[c:12]1([CH3:22])[cH:13][cH:14][c:15]([S:18](=[O:19])(=[O:20])[OH:21])[cH:16][cH:17]1.[c:1]1([CH3:11])[cH:2][cH:3][c:4]([S:7](=[O:8])(=[O:9])[OH:10])[cH:5][cH:6]1. Reactants: O=C([O-])[O-], CC#N, ClCCl, [Cs+], [Cs+], N#Cc1nc(-c2cccc(C(F)(F)F)c2)cc2[nH]cnc12, CCI, O. The product is CCn1cnc2c(C#N)nc(-c3cccc(C(F)(F)F)c3)cc21. As a reaction SMILES: [C:22](=[O:23])([O-:24])[O-:25].[CH3:31][C:32]#[N:33].[Cl:34][CH2:35][Cl:36].[Cs+:26].[Cs+:27].[F:1][C:2]([c:3]1[cH:4][c:5](-[c:9]2[cH:10][c:11]3[c:12]([c:13]([C:15]#[N:16])[n:14]2)[n:17][cH:18][nH:19]3)[cH:6][cH:7][cH:8]1)([F:20])[F:21].[I:28][CH2:29][CH3:30].[OH2:37]>>[F:1][C:2]([c:3]1[cH:4][c:5](-[c:9]2[cH:10][c:11]3[c:12]([c:13]([C:15]#[N:16])[n:14]2)[n:17][cH:18][n:19]3[CH2:29][CH3:30])[cH:6][cH:7][cH:8]1)([F:20])[F:21]. Reactants: aldehyde, O (water), C(C)=O (acetaldehyde). The product is C([C@@H](O)[C@@H](O)[C@H](O)[C@H](O)CO)O (mannitol). Reaction SMILES: [CH:1](=[O:3])[CH3:2].[OH2:4]>>[CH2:2]([OH:4])[C@H:1]([C@H:2]([C@@H:1]([C@@H:2]([CH2:1][OH:3])[OH:4])[OH:3])[OH:4])[OH:3]. Reported procedure: There have been many attempts to fix aldehyde-generating volatile compounds in a variety of substrata. The most notable example is set out hereinbelow. The efficacy of such a fix is about 2% by weight. U.S. Pat. No. 3,314,803, issued to Dame et al. discloses a method for fixing acetaldehyde which includes first forming a solution of mannitol in water and preferably a super-saturated solution of mannitol, i.e., 25-45% mannitol solution. The super-saturated solution is formed by heating with agita...